Dataset: the Open Reaction Database (ORD), a public repository of structured organic reaction records. Task: describe an organic reaction: reactants, conditions, products, and yield Reaction SMILES: [NH:1]1[C:9]2[C:4](=[CH:5][CH:6]=[CH:7][CH:8]=2)[C:3]([CH:10]2[CH2:15][CH2:14][N:13]([CH2:16][CH2:17][O:18][C:19]3[CH:28]=[CH:27][CH:26]=[CH:25][C:20]=3[C:21]([O:23][CH3:24])=[O:22])[CH2:12][CH2:11]2)=[CH:2]1.[H-].[Na+].[CH2:31]([O:33][CH2:34][CH2:35]Br)[CH3:32]>CN(C=O)C>[CH2:31]([O:33][CH2:34][CH2:35][N:1]1[C:9]2[C:4](=[CH:5][CH:6]=[CH:7][CH:8]=2)[C:3]([CH:10]2[CH2:15][CH2:14][N:13]([CH2:16][CH2:17][O:18][C:19]3[CH:28]=[CH:27][CH:26]=[CH:25][C:20]=3[C:21]([O:23][CH3:24])=[O:22])[CH2:12][CH2:11]2)=[CH:2]1)[CH3:32] |f:1.2|. Solvent: CN(C)C=O (DMF). Reaction conditions: time 4 hour. Starting materials: [H-].[Na+] (sodium hydride), N1C=C(C2=CC=CC=C12)C1CCN(CC1)CCOC1=C(C(=O)OC)C=CC=C1 (methyl 2-{2-[4-(1H-indol-3-yl)-piperidin-1-yl]-ethoxy}-benzoate), C(C)OCCBr (2-bromoethyl ethyl ether). Procedure: 8.0 g (0.021 mol) of methyl 2-{2-[4-(1H-indol-3-yl)-piperidin-1-yl]-ethoxy}-benzoate were dissolved in 125 ml of DMF and, at room temperature, 1.12 g (0.028 mol) of 60% sodium hydride was carefully added. This mixture was stirred for half an hour. 2.9 ml (0.023 mol) of 2-bromoethyl ethyl ether were dropwise added and the stirring was continued for 4 h. The solvent was evaporated under reduced pressure and the residue was worked-up as usual. The crude mixture was purified by flash-chromatography ... The product is C(C)OCCN1C=C(C2=CC=CC=C12)C1CCN(CC1)CCOC1=C(C(=O)OC)C=CC=C1 (methyl 2-(2-{4-[1-(2-ethoxy-ethyl)-1H-indol-3-yl]-piperidin-1-yl}-ethoxy)-benzoate).